This data is from the Open Reaction Database (ORD), a public repository of structured organic reaction records. The task is: describe an organic reaction: reactants, conditions, products, and yield Yields the product C(C)OC(C(C)(C)OC=1C=C2C(=C(N(C2=CC1)C)C)C1=CC(=CC=C1)Cl)=O (2-[3-(3-Chloro-phenyl)-1,2-dimethyl-1H-indole-5-yloxy]-2-methyl-propanoic acid ethylester). Procedure details: The above compound was prepared from 3-(3-chlorophenyl)-1,2-dimethyl-1H-indole-5-ol and 2-bromo-2-methyl-propanoic acid ethylester analogously to Example 10. Starting materials: ClC=1C=C(C=CC1)C1=C(N(C2=CC=C(C=C12)O)C)C (3-(3-chlorophenyl)-1,2-dimethyl-1H-indole-5-ol), C(C)OC(C(C)(C)Br)=O (2-bromo-2-methyl-propanoic acid ethylester). RXN SMILES: [Cl:1][C:2]1[CH:3]=[C:4]([C:8]2[C:16]3[C:11](=[CH:12][CH:13]=[C:14]([OH:17])[CH:15]=3)[N:10]([CH3:18])[C:9]=2[CH3:19])[CH:5]=[CH:6][CH:7]=1.[CH2:20]([O:22][C:23](=[O:28])[C:24](Br)([CH3:26])[CH3:25])[CH3:21]>>[CH2:20]([O:22][C:23](=[O:28])[C:24]([O:17][C:14]1[CH:15]=[C:16]2[C:11](=[CH:12][CH:13]=1)[N:10]([CH3:18])[C:9]([CH3:19])=[C:8]2[C:4]1[CH:5]=[CH:6][CH:7]=[C:2]([Cl:1])[CH:3]=1)([CH3:26])[CH3:25])[CH3:21].